From a dataset of the Open Reaction Database (ORD), a public repository of structured organic reaction records. describe an organic reaction: reactants, conditions, products, and yield The reactants are O=C(OOC(=O)c1ccccc1)c1ccccc1, ClC(Cl)(Cl)Cl, COc1ccc(C)c([N+](=O)[O-])c1, O=C1CCC(=O)N1Br. Product: COc1ccc(CBr)c([N+](=O)[O-])c1. As a reaction SMILES: [C:21]([O:22][O:23][C:24](=[O:25])[c:26]1[cH:27][cH:28][cH:29][cH:30][cH:31]1)(=[O:32])[c:33]1[cH:34][cH:35][cH:36][cH:37][cH:38]1.[C:39]([Cl:40])([Cl:41])([Cl:42])[Cl:43].[CH3:1][c:2]1[c:3]([N+:10](=[O:11])[O-:12])[cH:4][c:5]([O:8][CH3:9])[cH:6][cH:7]1.[O:13]=[C:14]1[N:15]([Br:20])[C:16](=[O:17])[CH2:18][CH2:19]1>>[CH2:1]([c:2]1[c:3]([N+:10](=[O:11])[O-:12])[cH:4][c:5]([O:8][CH3:9])[cH:6][cH:7]1)[Br:20]. Starting materials: ON1C(CC(CC1(C)C)O)(C)C (1-oxyl-4-hydroxy-2,2,6,6-tetramethylpiperidine), CC=1C=CC(=CC1)C (p-xylene). The product is CC1=CC=C(CON2C(CC(CC2(C)C)O)(C)C)C=C1 (1-(4-Methylbenzyl)oxy-4-hydroxy-2,2,6,6-tetramethylpiperidine). The yield is 28.8%. As a reaction SMILES: [OH:1][N:2]1[C:7]([CH3:9])([CH3:8])[CH2:6][CH:5]([OH:10])[CH2:4][C:3]1([CH3:12])[CH3:11].[CH3:13][C:14]1[CH:15]=[CH:16][C:17]([CH3:20])=[CH:18][CH:19]=1>>[CH3:13][C:14]1[CH:15]=[CH:16][C:17]([CH2:20][O:1][N:2]2[C:7]([CH3:8])([CH3:9])[CH2:6][CH:5]([OH:10])[CH2:4][C:3]2([CH3:12])[CH3:11])=[CH:18][CH:19]=1. Reported procedure: A mixture of 8.60 g (0.05 mol) of 1-oxyl-4-hydroxy-2,2,6,6-tetramethylpiperidine and 106.17 g (1.0 mol) of p-xylene under a nitrogen atmosphere is heated at reflux for 48 hours. The reaction mixture is filtered to remove 1,4-dihydroxy-2,2,6,6-tetramethylpiperidine, and the filtrate is washed with 10 w/v % ascorbic acid (1×50 mL) and distilled water (2×50 mL). The organic phase is dried over anhydrous sodium sulfate and the volatiles are removed in vacuo. The residue is recrystallized from heptan... Starting materials: ON=C1CC2=C(N(C3=C1C=CC=C3)C(=O)N)C=CC=C2 (10,11-dihydro-10-hydroxyimino-5H-dibenz[b,f]azepine-5-carboxamide), N1=CC=CC=C1 (pyridine), C(C)(=O)OC(C)=O (acetic anhydride). The solvent is ClCCl (dichloromethane), ClCCl (dichloromethane). Reaction conditions: time 8 hour. Yields the product C(C)(=O)ON=C1CC2=C(N(C3=C1C=CC=C3)C(=O)N)C=CC=C2 (10-acetyloxyimino-10,11-dihydro-5H-dibenz[b,f]azepine-5-carboxamide). Reaction SMILES: [OH:1][N:2]=[C:3]1[C:9]2[CH:10]=[CH:11][CH:12]=[CH:13][C:8]=2[N:7]([C:14]([NH2:16])=[O:15])[C:6]2[CH:17]=[CH:18][CH:19]=[CH:20][C:5]=2[CH2:4]1.N1C=CC=CC=1.[C:27](OC(=O)C)(=[O:29])[CH3:28]>ClCCl>[C:27]([O:1][N:2]=[C:3]1[C:9]2[CH:10]=[CH:11][CH:12]=[CH:13][C:8]=2[N:7]([C:14]([NH2:16])=[O:15])[C:6]2[CH:17]=[CH:18][CH:19]=[CH:20][C:5]=2[CH2:4]1)(=[O:29])[CH3:28]. Procedure details: A suspension of 0.5 g (1.87 mmol) of 10,11-dihydro-10-hydroxyimino-5H-dibenz[b,f]azepine-5-carboxamide in 25 mL of dichloromethane and 0.72 g (9.16 mmol) of pyridine was treated with 0.57 g (5.61 mmol) of acetic anhydride. The resulting mixture was stirred at room temperature overnight and then diluted with 10 mL of dichloromethane. The organic phase was extracted with 20 mL of 1M aqueous HCl, a saturated solution of NaHCO3 and brine, then dried by sodium sulphate. The solvent was then removed b... The reactants are COC1=CC=2CC[C@H]3[C@@H]4C(C[C@@H]([C@@]4(C)CC[C@@H]3C2C=C1)OCOC)COS(=O)(=O)CC1=CC=CC=C1 (3-Methoxy-17β-methoxymethoxy-15α-toluenesulfonyloxymethylestra-1,3,5(10)-triene), solution, LiEt3BH. Run in C1CCOC1 (THF), C1CCOC1 (THF). Reaction conditions: temperature 65 celsius. Product: COC1=CC=2CC[C@H]3[C@@H]4[C@H](C[C@@H]([C@@]4(C)CC[C@@H]3C2C=C1)OCOC)C (3-Methoxy-17β-methoxymethoxy-15α-methylestra-1,3,5(10)-triene). Isolated yield 97.1%. Reaction SMILES: [CH3:1][O:2][C:3]1[CH:20]=[CH:19][C:18]2[C@@H:17]3[C@H:8]([C@H:9]4[C@@:13]([CH2:15][CH2:16]3)([CH3:14])[C@@H:12]([O:21][CH2:22][O:23][CH3:24])[CH2:11][CH:10]4[CH2:25]OS(CC3C=CC=CC=3)(=O)=O)[CH2:7][CH2:6][C:5]=2[CH:4]=1>C1COCC1>[CH3:1][O:2][C:3]1[CH:20]=[CH:19][C:18]2[C@@H:17]3[C@H:8]([C@H:9]4[C@@:13]([CH2:15][CH2:16]3)([CH3:14])[C@@H:12]([O:21][CH2:22][O:23][CH3:24])[CH2:11][C@@H:10]4[CH3:25])[CH2:7][CH2:6][C:5]=2[CH:4]=1. Procedure: A solution of 15.8 mg (0.0269 mmol) of 58 in anhydrous THF (500 μL) was stirred at rt as 108 μL of a 1 M solution of LiEt3BH in THF (0.108 mmol) was added and the reaction was stirred and heated at 65° C. for 5 h then quenched at rt with EtOH (1 mL). To the reaction mixture was added diglyme (2 mL), 48 mg (0.431 mmol) Et3NO and the reaction was stirred and heated at 150° C. for 1 h allowing the THF to evaporate. The reaction mixture was allowed to cool to rt, poured into H2O (50 mL) and extracte... The reactants are CC(C)NC(=O)CNC(=O)c1cc(N2CCCN(C(=O)OC(C)(C)C)C(C)C2)ccc1[N+](=O)[O-], CO. Yields the product CC(C)NC(=O)CNC(=O)c1cc(N2CCCN(C(=O)OC(C)(C)C)C(C)C2)ccc1N. As a reaction SMILES: [C:1]([CH3:2])([CH3:3])([CH3:4])[O:5][C:6](=[O:7])[N:8]1[CH:9]([CH3:34])[CH2:10][N:11]([c:15]2[cH:16][c:17]([C:24]([NH:25][CH2:26][C:27]([NH:28][CH:29]([CH3:30])[CH3:31])=[O:32])=[O:33])[c:18]([N+:21]([O-:22])=[O:23])[cH:19][cH:20]2)[CH2:12][CH2:13][CH2:14]1.[CH3:35][OH:36]>>[C:1]([CH3:2])([CH3:3])([CH3:4])[O:5][C:6](=[O:7])[N:8]1[CH:9]([CH3:34])[CH2:10][N:11]([c:15]2[cH:16][c:17]([C:24]([NH:25][CH2:26][C:27]([NH:28][CH:29]([CH3:30])[CH3:31])=[O:32])=[O:33])[c:18]([NH2:21])[cH:19][cH:20]2)[CH2:12][CH2:13][CH2:14]1. The reactants are C(C)(C)(C)OC(CN1C(=NC2=C1C=CC(=C2)N(S(=O)(=O)C2=CC=C(C=C2)F)CC2=C(C=CC=C2)Cl)CCC)=O ({5-[(2-Chloro-benzyl)-(4-fluoro-benzenesulfonyl)-amino]-2-propyl-benzoimidazol-1-yl}-acetic acid tert-butyl ester), C(=O)(C(F)(F)F)O (TFA). Product: ClC1=C(CN(C2=CC3=C(N(C(=N3)CCC)CC(=O)O)C=C2)S(=O)(=O)C2=CC=C(C=C2)F)C=CC=C1 ({5-[(2-Chloro-benzyl)-(4-fluoro-benzenesulfonyl)-amino]-2-propyl-benzoimidazol-1-yl}-acetic acid). Reaction SMILES: C([O:5][C:6](=[O:39])[CH2:7][N:8]1[C:12]2[CH:13]=[CH:14][C:15]([N:17]([CH2:28][C:29]3[CH:34]=[CH:33][CH:32]=[CH:31][C:30]=3[Cl:35])[S:18]([C:21]3[CH:26]=[CH:25][C:24]([F:27])=[CH:23][CH:22]=3)(=[O:20])=[O:19])=[CH:16][C:11]=2[N:10]=[C:9]1[CH2:36][CH2:37][CH3:38])(C)(C)C.C(O)(C(F)(F)F)=O>>[Cl:35][C:30]1[CH:31]=[CH:32][CH:33]=[CH:34][C:29]=1[CH2:28][N:17]([S:18]([C:21]1[CH:22]=[CH:23][C:24]([F:27])=[CH:25][CH:26]=1)(=[O:19])=[O:20])[C:15]1[CH:14]=[CH:13][C:12]2[N:8]([CH2:7][C:6]([OH:39])=[O:5])[C:9]([CH2:36][CH2:37][CH3:38])=[N:10][C:11]=2[CH:16]=1. Reported procedure: {5-[(2-Chloro-benzyl)-(4-fluoro-benzenesulfonyl)-amino]-2-propyl-benzoimidazol-1-yl}-acetic acid tert-butyl ester was treated with TFA (2 mL) for 2 hours, concentrated, and purified by preparative LCMS to give the title compound. 1H NMR (d6-DMSO) δ7.72 (m, 2H), 7.48 (m, 3H), 7.30 (m, 3H), 7.21 (m, 2H), 6.81 (dd, 1H), 4.96 (s, 2H), 4.87 (s, 2H), 2.67 (t, 2H), 1.72 (m, 2H), 0.94 (t, 3H). MS calculated for C25H23FClN3O4S—H: 514, observed: 514. Reactants: COC1=C(C(=O)O)C=CC(=C1)C (2-methoxy-4-methylbenzoic acid), C(C(=O)Cl)(=O)Cl (oxalyl chloride). The solvent is C1=CC=CC=C1 (benzene). Yields the product COC1=C(C(=O)OCC)C=CC(=C1)C (ethyl 2-methoxy-4-methylbenzoate). Reaction SMILES: [CH3:1][O:2][C:3]1[CH:11]=[C:10]([CH3:12])[CH:9]=[CH:8][C:4]=1[C:5]([OH:7])=[O:6].[C:13](Cl)(=O)[C:14](Cl)=O>C1C=CC=CC=1>[CH3:1][O:2][C:3]1[CH:11]=[C:10]([CH3:12])[CH:9]=[CH:8][C:4]=1[C:5]([O:7][CH2:13][CH3:14])=[O:6]. Procedure details: A stirred solution of 2-methoxy-4-methylbenzoic acid (35 g, 0.211 mol) in benzene (400 ml) was treated dropwise with oxalyl chloride (40 g, 0.317 mol). After 3 hours at room temperature the solvent and excess oxalyl chloride were evaporated under reduced pressure and the resulting crude acid chloride residue was treated with ethanol (200 ml) and heated under reflux for 1 hour. The solvent was evaporated off under reduced pressure to give the crude product which was purified by column chromatogra...